This data is from the Open Reaction Database (ORD), a public repository of structured organic reaction records. The task is: describe an organic reaction: reactants, conditions, products, and yield Starting materials: C1(C=2C(C(=O)O1)=CC=CC2)=O (phthalic anhydride), C(C)N(C1=CC(=CC=C1)C)CC (N,N-diethyl-m-toluidine), [Cl-].[Al+3].[Cl-].[Cl-] (aluminum chloride), ClC1=CC=CC=C1 (chlorobenzene), ClC1=CC=CC=C1 (chlorobenzene). Solvent: O (water). Product: CC1=C(C(=O)C2=C(C(=O)O)C=CC=C2)C=CC(=C1)N(CC)CC (2-(2-methyl-4-(diethylamino)benzoyl)benzoic acid). Reaction SMILES: [C:1]1(=[O:11])[O:6][C:4](=[O:5])[C:3]2=[CH:7][CH:8]=[CH:9][CH:10]=[C:2]12.[CH2:12]([N:14]([CH2:22][CH3:23])[C:15]1[CH:20]=[CH:19][CH:18]=[C:17]([CH3:21])[CH:16]=1)[CH3:13].[Cl-].[Al+3].[Cl-].[Cl-].ClC1C=CC=CC=1>O>[CH3:21][C:17]1[CH:16]=[C:15]([N:14]([CH2:12][CH3:13])[CH2:22][CH3:23])[CH:20]=[CH:19][C:18]=1[C:4]([C:3]1[CH:7]=[CH:8][CH:9]=[CH:10][C:2]=1[C:1]([OH:6])=[O:11])=[O:5] |f:2.3.4.5|. Reported procedure: A mixture of phthalic anhydride (60 g.), N,N-diethyl-m-toluidine (162.8 g.), aluminum chloride (120 g.) and chlorobenzene (360 ml.) was heated (75°-95° C.) during one and one-half hours, then diluted with water (200 ml., then more). More chlorobenzene (200 ml.) was added and the chlorobenzene layer was separated and steam distilled. Addition of sodium hydroxide solution (10%) to a solution of the residue in dilute sulfuric acid (20%, 250 ml.) afforded 2-(2-methyl-4-(diethylamino)benzoyl)benzoic ...